This data is from the Open Reaction Database (ORD), a public repository of structured organic reaction records. The task is: describe an organic reaction: reactants, conditions, products, and yield The reactants are [H-].[H-].[H-].[H-].[Li+].[Al+3].C(C)OCC (LiAlH4 diethyl ether), COC(=O)C=1C(C(=C(N(C1C)CCCC1=CC=CC=C1)C)C#N)C1=CC(=C(C=C1)OC)OC (1.4-dihydro-4-(3,4-dimethoxyphenyl)-2,6-dimethyl -1-(3-phenylpropyl)-3-cyano-5-pyridine carboxylic acid-5-methylester), ice water. The solvent is O1CCCC1 (tetrahydrofuran). Reaction conditions: time 20 minute. Product: COC=1C=C(C=CC1OC)C1=C(C(N(C(=C1CO)C)CCCC1=CC=CC=C1)C)C#N (3,4-dimethoxyphenyl-2,6-dimethyl -1-(3-phenylpropyl)-3-cyano-5-hydroxymethylpyridine). The yield is 78.0%. RXN SMILES: C[O:2][C:3]([C:5]1[CH:6]([C:24]2[CH:29]=[CH:28][C:27]([O:30][CH3:31])=[C:26]([O:32][CH3:33])[CH:25]=2)[C:7]([C:22]#[N:23])=[C:8]([CH3:21])[N:9]([CH2:12][CH2:13][CH2:14][C:15]2[CH:20]=[CH:19][CH:18]=[CH:17][CH:16]=2)[C:10]=1[CH3:11])=O.[H-].[H-].[H-].[H-].[Li+].[Al+3].C(OCC)C>O1CCCC1>[CH3:33][O:32][C:26]1[CH:25]=[C:24]([C:6]2[C:5]([CH2:3][OH:2])=[C:10]([CH3:11])[N:9]([CH2:12][CH2:13][CH2:14][C:15]3[CH:20]=[CH:19][CH:18]=[CH:17][CH:16]=3)[CH:8]([CH3:21])[C:7]=2[C:22]#[N:23])[CH:29]=[CH:28][C:27]=1[O:30][CH3:31] |f:1.2.3.4.5.6.7|. Procedure details: To a solution of 1.48 g (3.32 mmol) of 1.4-dihydro-4-(3,4-dimethoxyphenyl)-2,6-dimethyl -1-(3-phenylpropyl)-3-cyano-5-pyridine carboxylic acid-5-methylester in 42 ml of dry tetrahydrofuran (THF) was added with stirring 1.8 ml of 1N LiAlH4 /diethyl ether solution at room temperature (about 20°-30° C.). The mixture was stirred for 20 min. and was poured into ice-water. The mixture was filtered and extracted with CH2Cl2. This oil was purified by column chromatography (AcOEt:Hexane 1:1) to give 1.08... The reactants are CC1=C(C=CC=C1)S(=O)(=O)N1CCC2=C(C3=C1C=CC=C3)NN=C2 (1,4,5,6-tetrahydro-6-[(2-methylphenyl)sulfonyl]pyrazolo[4,3-d][1]benzazepine). Run in (V/v)H2SO4, C(C)(=O)O (acetic acid). Reaction conditions: temperature 60 celsius. The product is N1N=CC=2CCNC3=C(C21)C=CC=C3 (1,4,5,6-Tetrahydropyrazolo-[4,3-d][1]benzazepine). Reaction SMILES: CC1C=CC=CC=1S([N:11]1[C:17]2[CH:18]=[CH:19][CH:20]=[CH:21][C:16]=2[C:15]2[NH:22][N:23]=[CH:24][C:14]=2[CH2:13][CH2:12]1)(=O)=O>C(O)(=O)C>[NH:22]1[C:15]2[C:16]3[CH:21]=[CH:20][CH:19]=[CH:18][C:17]=3[NH:11][CH2:12][CH2:13][C:14]=2[CH:24]=[N:23]1. Procedure: A mixture of 1.0 g of 1,4,5,6-tetrahydro-6-[(2-methylphenyl)sulfonyl]pyrazolo[4,3-d][1]benzazepine in 60 ml of 40% (V/v)H2SO4 in glacial acetic acid is heated at 60° C. for 12 hours or until the tosyl group is removed. The mixture is poured into 100 ml ice and water with cooling. Solid NaOH is added portionwise (temperature kept below 30° C.) with efficient stirring and the pH brought to 8. The mixture is extracted with ethyl acetate and the extract dried (Na2SO4) and the solvent removed to give...